This data is from the Open Reaction Database (ORD), a public repository of structured organic reaction records. The task is: describe an organic reaction: reactants, conditions, products, and yield Starting materials: ClC1=CC=NC2=C(C=C(C=C12)C)NC(C1=C(C=CC=C1Cl)Cl)=O (4-chloro-8-(2,6-dichlorobenzoylamino)-6-methylquinoline), O.NN (hydrazine hydrate), CN1C(CCC1)=O (N-methylpyrrolidone). Solvent: C(C)(=O)OCC (ethyl acetate). Run at temperature 90 celsius. Product: ClC1=C(C(=O)NC=2C=C(C=C3C(=CC=NC23)NN=C(C)C)C)C(=CC=C1)Cl (8-(2,6-dichlorobenzoylamino)-6-methyl-4-(2-isopropylidenehydrazino)quinoline). As a reaction SMILES: Cl[C:2]1[C:11]2[C:6](=[C:7]([NH:13][C:14](=O)[C:15]3[C:20]([Cl:21])=[CH:19][CH:18]=[CH:17][C:16]=3[Cl:22])[CH:8]=[C:9]([CH3:12])[CH:10]=2)[N:5]=[CH:4][CH:3]=1.[OH2:24].[NH2:25][NH2:26].CN1C[CH2:31][CH2:30][C:29]1=O>C(OCC)(=O)C>[Cl:22][C:16]1[CH:17]=[CH:18][CH:19]=[C:20]([Cl:21])[C:15]=1[C:14]([NH:13][C:7]1[CH:8]=[C:9]([CH3:12])[CH:10]=[C:11]2[C:6]=1[N:5]=[CH:4][CH:3]=[C:2]2[NH:25][N:26]=[C:30]([CH3:31])[CH3:29])=[O:24] |f:1.2|. Reported procedure: To a solution of 4-chloro-8-(2,6-dichlorobenzoylamino)-6-methylquinoline (562 mg) in N-methylpyrrolidone (6 ml) was added hydrazine hydrate, and the mixture was heated at 90° C. for 6 hours. The mixture was diluted with ethyl acetate, washed with water and brine, dried over magnesium sulfate and concentrated. The residue was dissolved in methylene chloride and acetone and then concentrated. The residual solid was treated with hot ethanol (5 ml), allowed to cool to ambient temperature, filtered a... Starting materials: crude product, OC1=C(C(C(=O)OC)=CC=C1)C(=O)OC (dimethyl 3-hydroxyphthalate), C([O-])([O-])=O.[K+].[K+] (potassium carbonate), CCCCCBr (n-amyl bromide). Solvent: CN(C)C=O (DMF). Reaction conditions: temperature 90 celsius, time 1.5 hour. Product: C(CCCC)OC1=C(C(C(=O)OC)=CC=C1)C(=O)OC (dimethyl 3-pentyloxyphthalate). Reaction SMILES: [OH:1][C:2]1[CH:11]=[CH:10][CH:9]=[C:4]([C:5]([O:7][CH3:8])=[O:6])[C:3]=1[C:12]([O:14][CH3:15])=[O:13].C(=O)([O-])[O-].[K+].[K+].[CH3:22][CH2:23][CH2:24][CH2:25][CH2:26]Br>CN(C=O)C>[CH2:22]([O:1][C:2]1[CH:11]=[CH:10][CH:9]=[C:4]([C:5]([O:7][CH3:8])=[O:6])[C:3]=1[C:12]([O:14][CH3:15])=[O:13])[CH2:23][CH2:24][CH2:25][CH3:26] |f:1.2.3|. Procedure: 3-Hydroxyphthalic anhydride (1.0 g, 6.6 mmol) was dissolved in methanol (20 ml), and a catalytic amount of p-toluene sulfonic acid was added to this solution. The mixture was stirred with refluxing under heating for 5 hours, and concentrated under reduced pressure to give a crude product of dimethyl 3-hydroxyphthalate. The crude product of dimethyl 3-hydroxyphthalate was dissolved in DMF (20 ml), and potassium carbonate (6 g, 43 mmol) and n-amyl bromide (3 ml, 24 mmol) were added to this solutio... Starting materials: BrCC(=O)C1=CNC2=NC=C(C=C21)Br (2-Bromo-1-(5-bromo-1H-pyrrolo[2,3-b]pyridin-3-yl)-ethanone), C(=O)(OC(C)(C)C)N1CCC(CC1)C(=S)N (1-Boc-4-aminothiocarbonyl piperidine), C(=O)(O)[O-].[Na+] (NaHCO3). Solvent: C1CCOC1 (THF). Conditions: time 3 hour. Product: C(C)(C)(C)OC(=O)N1CCC(CC1)C=1SC=C(N1)C1=CNC2=NC=C(C=C21)Br (4-[4-(5-Bromo-1H-pyrrolo[2,3-b]pyridin-3-yl)-thiazol-2-yl]-piperidine-1-carboxylic acid tert-butyl ester). The yield is 100.9%. RXN SMILES: Br[CH2:2][C:3]([C:5]1[C:13]2[C:8](=[N:9][CH:10]=[C:11]([Br:14])[CH:12]=2)[NH:7][CH:6]=1)=O.[C:15]([N:22]1[CH2:27][CH2:26][CH:25]([C:28]([NH2:30])=[S:29])[CH2:24][CH2:23]1)([O:17][C:18]([CH3:21])([CH3:20])[CH3:19])=[O:16].C([O-])(O)=O.[Na+]>C1COCC1>[C:18]([O:17][C:15]([N:22]1[CH2:27][CH2:26][CH:25]([C:28]2[S:29][CH:2]=[C:3]([C:5]3[C:13]4[C:8](=[N:9][CH:10]=[C:11]([Br:14])[CH:12]=4)[NH:7][CH:6]=3)[N:30]=2)[CH2:24][CH2:23]1)=[O:16])([CH3:21])([CH3:19])[CH3:20] |f:2.3|. Procedure: To a solution of 70 (1.71 g, 5.38 mmol) in THF (20 mL) was added 1-Boc-4-aminothiocarbonyl piperidine (1.31 g, 5.36 mmol) and the solution was allowed to stir at r.t. for 3 h. The reaction mixture was then poured onto saturated aqueous NaHCO3 (50 mL) and extracted with AcOEt (2×50 mL). The combined organic portions were then evaporated to afford 71 (2.58 g, 5.41 mmol, 100%) as a white powder. 1H NMR (400 MHz, CDCl3) δ 1.43 (s, 9H), 1.64-1.84 (m, 4H), 2.07-2.17 (m, 2H), 2.81-2.94 (m, 2H), 3.13-3.... Reactants: N1=CC=C(C=C1)NC1=CC=C(C(=O)O)C=C1 (4-(4-Pyridinylamino)benzoic acid), S(=O)(Cl)Cl (thionyl chloride), CN(C=O)C (dimethylformamide). Reaction conditions: temperature 0 celsius, time 4 hour. The product is N1=CC=C(C=C1)NC1=CC=C(C(=O)N)C=C1 (4-(4-pyridinylamino)benzamide). As a reaction SMILES: [N:1]1[CH:6]=[CH:5][C:4]([NH:7][C:8]2[CH:16]=[CH:15][C:11]([C:12](O)=[O:13])=[CH:10][CH:9]=2)=[CH:3][CH:2]=1.S(Cl)(Cl)=O.C[N:22](C)C=O>>[N:1]1[CH:6]=[CH:5][C:4]([NH:7][C:8]2[CH:16]=[CH:15][C:11]([C:12]([NH2:22])=[O:13])=[CH:10][CH:9]=2)=[CH:3][CH:2]=1. Procedure: 4-(4-Pyridinylamino)benzoic acid (43 g), 400 ml of thionyl chloride and 0.4 ml of dimethylformamide were mixed at 0° C. The mixture was heated on a steam bath for about 19 hours. The excess thionyl chloride was removed under reduced pressure and the residue azeotroped twice with toluene. The resulting acid chloride was suspended in 300 ml of acetonitrile. The suspension was cooled to 0° C. and an ice-cold solution of 0.8 ml of ammonia in 250 ml of acetonitrile was added dropwise over a period of... Starting materials: C(C1=CC=CC=C1)O (benzyl alcohol), [H-].[Na+] (sodium hydride), ClC1=CC=C(C(=N1)NC1=CC=C(C=C1)CC)[N+](=O)[O-] (6-chloro-N-(4-ethylphenyl)-3-nitropyridin-2-amine). Run in C1CCOC1 (THF). Conditions: temperature 65 celsius. The product is C(C1=CC=CC=C1)OC1=CC=C(C(=N1)NC1=CC=C(C=C1)CC)[N+](=O)[O-] (6-(Benzyloxy)-N-(4-ethylphenyl)-3-nitropyridin-2-amine). Isolated yield 70.1%. As a reaction SMILES: [CH2:1]([OH:8])[C:2]1[CH:7]=[CH:6][CH:5]=[CH:4][CH:3]=1.[H-].[Na+].Cl[C:12]1[N:17]=[C:16]([NH:18][C:19]2[CH:24]=[CH:23][C:22]([CH2:25][CH3:26])=[CH:21][CH:20]=2)[C:15]([N+:27]([O-:29])=[O:28])=[CH:14][CH:13]=1>C1COCC1>[CH2:1]([O:8][C:12]1[N:17]=[C:16]([NH:18][C:19]2[CH:20]=[CH:21][C:22]([CH2:25][CH3:26])=[CH:23][CH:24]=2)[C:15]([N+:27]([O-:29])=[O:28])=[CH:14][CH:13]=1)[C:2]1[CH:7]=[CH:6][CH:5]=[CH:4][CH:3]=1 |f:1.2|. Procedure details: To a solution of benzyl alcohol (1.32 g, 12.2 mmol) in THF (15 mL) at room temperature was added sodium hydride (60% dispersion in mineral oil, 488 mg, 12.2 mmol). The mixture was stirred at room temperature for 0.5 h at which time 6-chloro-N-(4-ethylphenyl)-3-nitropyridin-2-amine (1.21 g, 4.03 mmol) was added. The mixture was heated in a sealed tube overnight at 65° C. The reaction vessel was cooled to room temperature and the mixture was quenched with saturated NaHCO3. The mixture was extracte... The reactants are C(=O)([O-])[O-].[Cs+].[Cs+] (Cs2CO3), CS(=O)(=O)C1=CC=C(CBr)C=C1 (4-methylsulfonylbenzyl bromide), C(C)(C)(C)OC(C(=O)OC)C1=C(C2=C(C(N1C)=O)NC=C2)C2=CC=C(C=C2)C (methyl 2-(tert-butoxy)-2-(6-methyl-7-oxo-4-(p-tolyl)-6,7-dihydro-1H-pyrrolo[2,3-c]pyridin-5-yl)acetate). Solvent: O (water), Cl (HCl), C(C)#N (Acetonitrile). Reaction conditions: temperature 70 celsius, time 1.5 hour. Yields the product C(C)(C)(C)OC(C(=O)OC)C1=C(C2=C(C(N1C)=O)N(C=C2)CC2=CC=C(C=C2)S(=O)(=O)C)C2=CC=C(C=C2)C (methyl 2-(tert-butoxy)-2-(6-methyl-1-(4-(methylsulfonyl)benzyl)-7-oxo-4-(p-tolyl)-6,7-dihydro-1H-pyrrolo[2,3-c]pyridin-5-yl)acetate). The yield is 90.9%. RXN SMILES: [C:1]([O:5][CH:6]([C:11]1[N:16]([CH3:17])[C:15](=[O:18])[C:14]2[NH:19][CH:20]=[CH:21][C:13]=2[C:12]=1[C:22]1[CH:27]=[CH:26][C:25]([CH3:28])=[CH:24][CH:23]=1)[C:7]([O:9][CH3:10])=[O:8])([CH3:4])([CH3:3])[CH3:2].C([O-])([O-])=O.[Cs+].[Cs+].[CH3:35][S:36]([C:39]1[CH:46]=[CH:45][C:42]([CH2:43]Br)=[CH:41][CH:40]=1)(=[O:38])=[O:37]>C(#N)C.O.Cl>[C:1]([O:5][CH:6]([C:11]1[N:16]([CH3:17])[C:15](=[O:18])[C:14]2[N:19]([CH2:43][C:42]3[CH:41]=[CH:40][C:39]([S:36]([CH3:35])(=[O:38])=[O:37])=[CH:46][CH:45]=3)[CH:20]=[CH:21][C:13]=2[C:12]=1[C:22]1[CH:27]=[CH:26][C:25]([CH3:28])=[CH:24][CH:23]=1)[C:7]([O:9][CH3:10])=[O:8])([CH3:4])([CH3:3])[CH3:2] |f:1.2.3|. Reported procedure: A suspension of methyl 2-(tert-butoxy)-2-(6-methyl-7-oxo-4-(p-tolyl)-6,7-dihydro-1H-pyrrolo[2,3-c]pyridin-5-yl)acetate (17 mg, 0.044 mmol) in Acetonitrile (0.4 mL) was treated with Cs2CO3 (57.9 mg, 0.178 mmol), 4-methylsulfonylbenzyl bromide (44.3 mg, 0.089 mmol), and stirred at 70° C. for 1.5 hours. The reaction was cooled to rt, diluted with water and 1N HCl, extracted with EtOAc, washed with Brine, dried with Na2SO4, filtered, and concentrated. Purification with column chromatography (0-100% ...